From a dataset of the Open Reaction Database (ORD), a public repository of structured organic reaction records. describe an organic reaction: reactants, conditions, products, and yield The reactants are C(C)OC(=O)C1(CCN(CC1)C(=O)OC(C)(C)C)CCOC (4-(2-methoxy-ethyl)-piperidine-1,4-dicarboxylic acid 1-tert-butyl ester 4-ethyl ester), [Cl-].C[Al+]C (dimethylaluminium chloride), C(C)C1=CC=C(C=C1)N (4-ethyl-phenylamine), Boc. Run in CCCCCC (hexane). Yields the product C(C)C1=CC=C(C=C1)N1C(C2(CC1)CCNCC2)=O (2-(4-Ethyl-phenyl)-2,8-diaza-spiro[4.5]decan-1-one). RXN SMILES: C(O[C:4]([C:6]1([CH2:19][CH2:20]OC)[CH2:11][CH2:10][N:9](C(OC(C)(C)C)=O)[CH2:8][CH2:7]1)=[O:5])C.[Cl-].C[Al+]C.[CH2:27]([C:29]1[CH:34]=[CH:33][C:32]([NH2:35])=[CH:31][CH:30]=1)[CH3:28]>CCCCCC>[CH2:27]([C:29]1[CH:34]=[CH:33][C:32]([N:35]2[CH2:20][CH2:19][C:6]3([CH2:7][CH2:8][NH:9][CH2:10][CH2:11]3)[C:4]2=[O:5])=[CH:31][CH:30]=1)[CH3:28] |f:1.2|. Procedure details: This material was prepared in analogy to example 251 step A) from 4-(2-methoxy-ethyl)-piperidine-1,4-dicarboxylic acid 1-tert-butyl ester 4-ethyl ester, dimethylaluminium chloride in hexane and 4-ethyl-phenylamine, with concomitant cleavage of the Boc protecting group under the conditions. MS (ESI): 259.1 (MH+). Reactants: Cl (hydrochloric acid), COC[C@@H](OC=1C=C(C=C(C1)OC1=CC=C(C=C1)S(=O)(=O)C)C1=CC=C(N1)C(=O)O)C (5-{3-[(1S)-2-Methoxy-1-methylethoxy]-5-[4-(methylsulfonyl)phenoxy]phenyl}-1H-pyrrole-2-carboxylic acid), NCC(C)(O)C (1-amino-2-methyl-2-propanol), CCN=C=NCCCN(C)C.Cl (WSCI•HCl). Reagents/catalysts: CN(C1=CC=NC=C1)C (4-dimethylaminopyridine). Solvent: ClCCl (dichloromethane). Conditions: time 17 hour. Yields the product OC(CNC(=O)C=1NC(=CC1)C1=CC(=CC(=C1)OC1=CC=C(C=C1)S(=O)(=O)C)O[C@H](COC)C)(C)C (N-(2-Hydroxy-2-methylpropyl)-5-{3-[(1S)-2-methoxy-1-methylethoxy]-5-[4-(methylsulfonyl)phenoxy]phenyl}-1H-pyrrole-2-carboxamide). Isolated yield 88.3%. Reaction SMILES: [CH3:1][O:2][CH2:3][C@H:4]([CH3:31])[O:5][C:6]1[CH:7]=[C:8]([C:23]2[NH:27][C:26]([C:28]([OH:30])=O)=[CH:25][CH:24]=2)[CH:9]=[C:10]([O:12][C:13]2[CH:18]=[CH:17][C:16]([S:19]([CH3:22])(=[O:21])=[O:20])=[CH:15][CH:14]=2)[CH:11]=1.[NH2:32][CH2:33][C:34]([CH3:37])([OH:36])[CH3:35].CCN=C=NCCCN(C)C.Cl.Cl>ClCCl.CN(C)C1C=CN=CC=1>[OH:36][C:34]([CH3:37])([CH3:35])[CH2:33][NH:32][C:28]([C:26]1[NH:27][C:23]([C:8]2[CH:9]=[C:10]([O:12][C:13]3[CH:18]=[CH:17][C:16]([S:19]([CH3:22])(=[O:20])=[O:21])=[CH:15][CH:14]=3)[CH:11]=[C:6]([O:5][C@@H:4]([CH3:31])[CH2:3][O:2][CH3:1])[CH:7]=2)=[CH:24][CH:25]=1)=[O:30] |f:2.3|. Procedure: 5-{3-[(1S)-2-Methoxy-1-methylethoxy]-5-[4-(methylsulfonyl)phenoxy]phenyl}-1H-pyrrole-2-carboxylic acid (300 mg, 0.673 mmol) synthesized in Example (18a) was dissolved in dichloromethane (10 mL), and 1-amino-2-methyl-2-propanol (150 mg, 1.68 mmol), WSCI•HCl (185 mg, 0.965 mmol) and 4-dimethylaminopyridine (165 mg, 1.35 mmol) were added, followed by stirring at room temperature for 17 hours under nitrogen atmosphere. 1N hydrochloric acid (10 mL) was added, and the solution was separated with dichl... Reactants: [C@@H]([C@H](C(=O)[O-])O)(C(=O)[O-])O.[Na+].[K+] (Rochelle's salt), [H-].[Al+3].[Li+].[H-].[H-].[H-] (Lithium aluminum hydride), solution, COC1=CC(NC=C1)(C)C(=O)OC (methyl 4-methoxypicoline-2-carboxylate). Solvent: C(C)OCC (diethyl ether), C(C)OCC (diethyl ether). Conditions: time 1 hour. Product: OCC1=NC=CC(=C1)OC (2-(hydroxymethyl)-4-methoxypyridine). Isolated yield 35.9%. As a reaction SMILES: [H-].[Al+3].[Li+].[H-].[H-].[H-].[CH3:7][O:8][C:9]1[CH:14]=[CH:13][NH:12][C:11]([C:16](OC)=[O:17])(C)[CH:10]=1.[C@H](O)(C([O-])=O)[C@@H](O)C([O-])=O.[Na+].[K+]>C(OCC)C>[OH:17][CH2:16][C:11]1[CH:10]=[C:9]([O:8][CH3:7])[CH:14]=[CH:13][N:12]=1 |f:0.1.2.3.4.5,7.8.9|. Reported procedure: A solution of 2-picolinic acid (10.7 g, 87 mmol) in thionyl chloride (50 ml) was heated at reflux for 18 hours before being cooled and evaporated in vacuo. The residue was treated with methanol (25 ml) and then added to a solution of sodium methoxide prepared from sodium (1.0 g, 43 mmol) and methanol (100 ml). The reaction was heated at reflux for 3 hours, cooled and evaporated in vacuo. The residue was partitioned between water and ethyl acetate and the organic phase was separated. Evaporation ... The reactants are ClC=1C=C2CCCN(C2=CC1)[C@H](C(=O)NC1=CC=CC=C1)CCO ((S)-2-(6-Chloro-3,4-dihydroquinolin-1(2H)-yl)-4-hydroxy-N-phenylbutanamide), N(=NC(=O)OC(C)(C)C)C(=O)OC(C)(C)C (di-tert-butyl azo-dicarboxylate), C(CCC)P(CCCC)CCCC (tributylphosphine), Mitsunobu reagent. Run in C1CCOC1 (THF), C1CCOC1 (THF). Run at time 10 minute. Product: ClC=1C=C2CCCN(C2=CC1)[C@@H]1C(N(CC1)C1=CC=CC=C1)=O ((S)-3-(6-chloro-3,4-dihydroquinolin-1(2H)-yl)-1-phenylpyrrolidin-2-one). Yield: 100.5%. RXN SMILES: N(C(OC(C)(C)C)=O)=NC(OC(C)(C)C)=O.C(P(CCCC)CCCC)CCC.[Cl:30][C:31]1[CH:32]=[C:33]2[C:38](=[CH:39][CH:40]=1)[N:37]([C@@H:41]([CH2:51][CH2:52]O)[C:42]([NH:44][C:45]1[CH:50]=[CH:49][CH:48]=[CH:47][CH:46]=1)=[O:43])[CH2:36][CH2:35][CH2:34]2>C1COCC1>[Cl:30][C:31]1[CH:32]=[C:33]2[C:38](=[CH:39][CH:40]=1)[N:37]([C@H:41]1[CH2:51][CH2:52][N:44]([C:45]3[CH:50]=[CH:49][CH:48]=[CH:47][CH:46]=3)[C:42]1=[O:43])[CH2:36][CH2:35][CH2:34]2. Procedure details: Prepared using general procedure 61: To a yellow solution of di-tert-butyl azo-dicarboxylate (2.23 g, 9.7 mmol) in THF (25 mL) at 0° C. under N2 was slowly added tributylphosphine (2.4 mL, 9.7 mmol), The resulting colorless solution of the Mitsunobu reagent was stirred at RT for 10 min, and then added to a solution of (S)-2-(6-Chloro-3,4-dihydroquinolin-1(2H)-yl)-4-hydroxy-N-phenylbutanamide (2.56 g, 7.4 mmol) in THF (25 mL) at 0° C. under N2. The reaction mixture was stirred for 10 min. at this... The reactants are CC(C)(C)OC(=O)C1C=C2CCC1C2, O=C(OO)c1cccc(Cl)c1, ClCCl. Product: CC(C)(C)OC(=O)C1OC2CCC1C2. RXN SMILES: [C:1]([CH3:2])([CH3:3])([CH3:4])[O:5][C:6](=[O:7])[CH:8]1[CH:9]2[CH2:10][CH2:11][C:12](=[CH:13]1)[CH2:14]2.[Cl:15][c:16]1[cH:17][c:18]([C:23](=[O:20])[O:24][OH:25])[cH:19][cH:21][cH:22]1.[Cl:26][CH2:27][Cl:28]>>[C:1]([CH3:2])([CH3:3])([CH3:4])[O:5][C:6](=[O:7])[CH:8]1[CH:9]2[CH2:10][CH2:11][CH:12]([CH2:14]2)[O:20]1.